This data is from the Open Reaction Database (ORD), a public repository of structured organic reaction records. The task is: describe an organic reaction: reactants, conditions, products, and yield The reactants are CC(C)(OC(=O)N1CCN(CC1)C1=NC=CC=C1N)C (1-[1,1-dimethylethoxycarbonyl]-4-[3-amino-2-pyridinyl]piperazine), cuprous chloride, ClC(C#C)(C)C (3-chloro-3-methyl-1-butyne). The reagents and catalysts are [Cu] (copper). Run in CN(C=O)C (dimethylformamide), CN(C=O)C (dimethylformamide). Reaction conditions: time 16 hour. Product: CC(C)(OC(=O)N1CCN(CC1)C1=NC=CC=C1NC(C#C)(C)C)C (1-[1,1-Dimethylethoxycarbonyl]-4-[3-(1,1-dimethylprop-2-ynylamino)-2-pyridinyl]piperazine). As a reaction SMILES: [CH3:1][C:2]([CH3:20])([O:4][C:5]([N:7]1[CH2:12][CH2:11][N:10]([C:13]2[C:18]([NH2:19])=[CH:17][CH:16]=[CH:15][N:14]=2)[CH2:9][CH2:8]1)=[O:6])[CH3:3].Cl[C:22]([CH3:26])([CH3:25])[C:23]#[CH:24]>CN(C)C=O.[Cu]>[CH3:3][C:2]([CH3:20])([O:4][C:5]([N:7]1[CH2:8][CH2:9][N:10]([C:13]2[C:18]([NH:19][C:22]([CH3:26])([CH3:25])[C:23]#[CH:24])=[CH:17][CH:16]=[CH:15][N:14]=2)[CH2:11][CH2:12]1)=[O:6])[CH3:1]. Procedure details: To a mixture of 1-[1,1-dimethylethoxycarbonyl]-4-[3-amino-2-pyridinyl]piperazine (International Publication No. WO 88/08424, 5.40 g), cuprous chloride (1.00 g), copper powder (1.00 g), and dry dimethylformamide (25 ml) under nitrogen at 0° is added a solution of 3-chloro-3-methyl-1-butyne (2.00 g) in dry dimethylformamide (5 ml) in 4 portions over 15 min. The resulting mixture is then stirred at 20°-25° for 16 hrs, concentrated, and diluted with methylene chloride (75 ml) and water (20 ml). The ...